This data is from the Open Reaction Database (ORD), a public repository of structured organic reaction records. The task is: describe an organic reaction: reactants, conditions, products, and yield Starting materials: BrC1=C(C2=C(C(OC2)=O)C=C1)CCO (5-bromo-4-(2-hydroxyethyl)-2-benzofuran-1(3H)-one), C(CCC)[Sn](C=C)(CCCC)CCCC (tributyl(vinyl)tin), [Li+].[Cl-] (LiCl), CCOC(=O)C (EtOAc). Reagents/catalysts: C=1C=CC(=CC1)[P](C=2C=CC=CC2)(C=3C=CC=CC3)[Pd]([P](C=4C=CC=CC4)(C=5C=CC=CC5)C=6C=CC=CC6)([P](C=7C=CC=CC7)(C=8C=CC=CC8)C=9C=CC=CC9)[P](C=1C=CC=CC1)(C=1C=CC=CC1)C=1C=CC=CC1 (Pd (PPh3)4). The solvent is C1(=CC=CC=C1)C (toluene). Run at temperature 105 celsius. The product is C(=C)C1=C(C2=C(C(OC2)=O)C=C1)CCO (5-ethenyl-4-(2-hydroxyethyl)-2-benzofuran-1(3H)-one). As a reaction SMILES: Br[C:2]1[CH:11]=[CH:10][C:5]2[C:6](=[O:9])[O:7][CH2:8][C:4]=2[C:3]=1[CH2:12][CH2:13][OH:14].[CH2:15]([Sn](CCCC)(CCCC)C=C)[CH2:16]CC.[Li+].[Cl-].CCOC(C)=O>C1(C)C=CC=CC=1.C1C=CC([P]([Pd]([P](C2C=CC=CC=2)(C2C=CC=CC=2)C2C=CC=CC=2)([P](C2C=CC=CC=2)(C2C=CC=CC=2)C2C=CC=CC=2)[P](C2C=CC=CC=2)(C2C=CC=CC=2)C2C=CC=CC=2)(C2C=CC=CC=2)C2C=CC=CC=2)=CC=1>[CH:15]([C:2]1[CH:11]=[CH:10][C:5]2[C:6](=[O:9])[O:7][CH2:8][C:4]=2[C:3]=1[CH2:12][CH2:13][OH:14])=[CH2:16] |f:2.3,^1:48,50,69,88|. Procedure: A mixture of 5-bromo-4-(2-hydroxyethyl)-2-benzofuran-1(3H)-one (0.460 g, 1.78 mmol), tributyl(vinyl)tin (0.676 g, 2.13 mmol), LiCl (0.224 g, 5.33 mmol) and Pd (PPh3)4 (0.10 g, 0.087 mmol) in toluene (50 mL) was heated at 100-110° C. under N2 overnight; TLC indicated that reaction had gone to completion and to the solution was poured EtOAc (100 mL) and washed with brine, water, dried over Na2SO4, filtered and concentrated to dryness. The residue was then absorbed into silica gel and separated ove... Yield: 65.2%. As a reaction SMILES: [NH2:1][CH2:2][C:3]1[C:4]2[CH2:5][C:6]3[N:11]4[CH:12]=[CH:13][N:14]=[C:10]4[C:9](=[O:15])[NH:8][C:7]=3[C:16]=2[CH:17]=[CH:18][CH:19]=1.[CH3:20][NH:21][C:22](=O)[O:23]C1C=CC([N+]([O-])=O)=CC=1>CN(C)C=O>[CH3:20][NH:21][C:22](=[O:23])[NH:1][CH2:2][C:3]1[C:4]2[CH2:5][C:6]3[N:11]4[CH:12]=[CH:13][N:14]=[C:10]4[C:9](=[O:15])[NH:8][C:7]=3[C:16]=2[CH:17]=[CH:18][CH:19]=1. Procedure: A suspension of 0.25 g of 9-aminomethyl-5H,10H-imidazo[1,2-a]indeno[1,2-e]pyrazin-4-one, 0.49 g of 4-nitrophenyl N-methylcarbamate and 10 ml of dimethylformamide under an argon atmosphere is stirred for 4 hours at a temperature in the region of 20° C. The reaction mixture is filtered, washed successively with 5 ml of dimethylformamide and two times 20 ml of methyl-tert-butyl ether and then dried under reduced pressure (1 mm Hg; 0.13 kPa) at 60° C. 0.2 g of 9-[(3-methylureido)methyl]-5H,10H-imida... Solvent: CN(C=O)C (dimethylformamide). Yields the product CNC(NCC=1C=2CC3=C(NC(C=4N3C=CN4)=O)C2C=CC1)=O (9-[(3-methylureido)methyl]-5H,10H-imidazo[1,2-a]indeno[1,2-e]pyrazin-4-one). Reaction conditions: temperature 20 celsius, time 4 hour. Starting materials: NCC=1C=2CC3=C(NC(C=4N3C=CN4)=O)C2C=CC1 (9-aminomethyl-5H,10H-imidazo[1,2-a]indeno[1,2-e]pyrazin-4-one), CNC(OC1=CC=C(C=C1)[N+](=O)[O-])=O (4-nitrophenyl N-methylcarbamate).